describe an organic reaction: reactants, conditions, products, and yield From a dataset of the Open Reaction Database (ORD), a public repository of structured organic reaction records. The reactants are C1(=CC=CC=C1)COC(C1=CC(=CC(=C1)OCCCCCCCCCCCCCCCCCC)OCCCBr)=O (3-(3-bromopropoxy)-5-(octadecyloxy)benzoic acid phenylmethyl ester), P(OCC)(OCC)OCC (triethyl phosphite). Product: C(C)OP(OCC)(=O)CCCOC1=CC(=CC(=C1)C(=O)OCC1=CC=CC=C1)OCCCCCCCCCCCCCCCCCC (3-[3-(octadecyloxy)-5-(phenylmethoxycarbonyl)phenoxy]propylphosphonic acid diethyl ester). Yield: 59.6%. RXN SMILES: [C:1]1([CH2:7][O:8][C:9](=[O:40])[C:10]2[CH:15]=[C:14]([O:16][CH2:17][CH2:18][CH2:19][CH2:20][CH2:21][CH2:22][CH2:23][CH2:24][CH2:25][CH2:26][CH2:27][CH2:28][CH2:29][CH2:30][CH2:31][CH2:32][CH2:33][CH3:34])[CH:13]=[C:12]([O:35][CH2:36][CH2:37][CH2:38]Br)[CH:11]=2)[CH:6]=[CH:5][CH:4]=[CH:3][CH:2]=1.[P:41]([O:48]CC)([O:45][CH2:46][CH3:47])[O:42][CH2:43][CH3:44]>>[CH2:43]([O:42][P:41]([CH2:38][CH2:37][CH2:36][O:35][C:12]1[CH:11]=[C:10]([C:9]([O:8][CH2:7][C:1]2[CH:6]=[CH:5][CH:4]=[CH:3][CH:2]=2)=[O:40])[CH:15]=[C:14]([O:16][CH2:17][CH2:18][CH2:19][CH2:20][CH2:21][CH2:22][CH2:23][CH2:24][CH2:25][CH2:26][CH2:27][CH2:28][CH2:29][CH2:30][CH2:31][CH2:32][CH2:33][CH3:34])[CH:13]=1)(=[O:48])[O:45][CH2:46][CH3:47])[CH3:44]. Procedure details: A mixture of 4.91 g (7.95 mmol) of 3-(3-bromopropoxy)-5-(octadecyloxy)benzoic acid phenylmethyl ester and 1.5 ml (8.74 mmol) of triethyl phosphite was stirred and heated at 150° for 32 hours. Purification by chromatography on 250 g of silica gel gave 3.2 g (60% yield) of 3-[3-(octadecyloxy)-5-(phenylmethoxycarbonyl)phenoxy]propylphosphonic acid diethyl ester as an oil. The structure was confirmed by the nmr spectrum. Reactants: C(C)(=O)C=1SC(=CC1)Br (2-acetyl-5-bromothiophene), C[Mg]Br (methylmagnesium bromide), C1(=CC=CC=C1)C.C1CCOC1 (toluene THF). Run in C1CCOC1 (THF). Run at temperature -10 celsius, time 1.5 hour. Yields the product BrC=1SC(=CC1)C(C)(C)O (2-bromo-5-(1-hydroxy-1-methylethyl)thiophene). RXN SMILES: [C:1]([C:4]1[S:5][C:6]([Br:9])=[CH:7][CH:8]=1)(=[O:3])[CH3:2].[CH3:10][Mg]Br.C1(C)C=CC=CC=1.C1COCC1>C1COCC1>[Br:9][C:6]1[S:5][C:4]([C:1]([OH:3])([CH3:10])[CH3:2])=[CH:8][CH:7]=1 |f:2.3|. Procedure details: To a solution of 2-acetyl-5-bromothiophene in THF (2.5 mL/mmol) at −30° C. was added 1.4M methylmagnesium bromide in 3:1 toluene-THF (1.5 eq) and the resulting mixture was warmed to −10° C. and stirred for 1.5 hours. After quenching with saturated aqueous ammonium chloride solution, the mixture was partitioned between ether and water. The organic fraction was dried and evaporated, and the crude material was chromatographed on silica gel eluting with a 1:4 mixture of ether and hexane to afford th... Starting materials: C1CCOC1, COc1ccccc1-c1nn(COCC[Si](C)(C)C)c2ncc(-c3cccc(C(OC)C(=O)O)c3)cc12, CNC, CCN(C(C)C)C(C)C. Yields the product COc1ccccc1-c1nn(COCC[Si](C)(C)C)c2ncc(-c3cccc(C(OC)C(=O)N(C)C)c3)cc12. As a reaction SMILES: [CH2:50]1[O:51][CH2:52][CH2:53][CH2:54]1.[CH3:1][O:2][CH:3]([C:4](=[O:5])[OH:6])[c:7]1[cH:8][c:9](-[c:13]2[cH:14][c:15]3[c:16]([n:17][cH:18]2)[n:19]([CH2:30][O:31][CH2:32][CH2:33][Si:34]([CH3:35])([CH3:36])[CH3:37])[n:20][c:21]3-[c:22]2[c:23]([O:28][CH3:29])[cH:24][cH:25][cH:26][cH:27]2)[cH:10][cH:11][cH:12]1.[CH3:38][NH:39][CH3:40].[CH:41]([N:42]([CH:43]([CH3:44])[CH3:45])[CH2:46][CH3:47])([CH3:48])[CH3:49]>>[CH3:1][O:2][CH:3]([C:4](=[O:5])[N:39]([CH3:38])[CH3:40])[c:7]1[cH:8][c:9](-[c:13]2[cH:14][c:15]3[c:16]([n:17][cH:18]2)[n:19]([CH2:30][O:31][CH2:32][CH2:33][Si:34]([CH3:35])([CH3:36])[CH3:37])[n:20][c:21]3-[c:22]2[c:23]([O:28][CH3:29])[cH:24][cH:25][cH:26][cH:27]2)[cH:10][cH:11][cH:12]1. Reactants: BrC1=C(N)C=CC=C1 (2-bromoaniline), C1(=CC=CC=C1)/C=1/C(=O)OC(\C1\C1=CC=CC=C1)=O (2,3-diphenylmaleic anhydride). Run in C(Cl)Cl (CH2Cl2), C(Cl)Cl (CH2Cl2). Reaction conditions: temperature 200 celsius. Yields the product BrC1=C(NC2(C(C(C(=O)O2)C2=CC=CC=C2)C2=CC=CC=C2)O)C=CC=C1 (4-(2-bromoanilino)-2,3-diphenyl-4-hydroxybutyrolactone). Isolated yield 40.0%. Reaction SMILES: [Br:1][C:2]1[CH:8]=[CH:7][CH:6]=[CH:5][C:3]=1[NH2:4].[C:9]1([C:15]2[C:16]([O:18][C:19](=[O:27])[C:20]=2[C:21]2[CH:26]=[CH:25][CH:24]=[CH:23][CH:22]=2)=[O:17])[CH:14]=[CH:13][CH:12]=[CH:11][CH:10]=1>C(Cl)Cl>[Br:1][C:2]1[CH:8]=[CH:7][CH:6]=[CH:5][C:3]=1[NH:4][C:19]1([OH:27])[O:18][C:16](=[O:17])[CH:15]([C:9]2[CH:14]=[CH:13][CH:12]=[CH:11][CH:10]=2)[CH:20]1[C:21]1[CH:26]=[CH:25][CH:24]=[CH:23][CH:22]=1. Procedure details: A mixture of 2-bromoaniline (2.18 g, 12.7 mmol) and 2,3-diphenylmaleic anhydride (3.17 g, (12.7 mmol) were stirred and heated under argon to 200° C. for 6 h. The mixture was cooled to room temperature, dissolved in CH2Cl2 (50 mL), dried (MgSO4) and evaporated. Purification of the crude product by flash chromatography on silica gel (5×25 cm column, 2 L of 3:7 hexanes/CH2Cl2, then CH2Cl2) gave first 4-(2-bromoanilino)-2,3-diphenyl-4-hydroxybutyrolactone (2.16 g, 40% yield) as a yellow solid, mp 16... The reactants are ClC=1N=CC2=C(N(CC3(CC3)C(N2C)=O)C2CCCC2)N1 (2-chloro-9-cyclopentyl-8,9-dihydro-5-methylspiro[5H-pyrimido[4,5-b][1,4]diazepine-7,1′-cyclopropan]-6(7H)-one), NC1=C(C=C(C(=O)O)C=C1)OC (4-amino-3-methoxylbenzoic acid), C(C)O (ethanol), Cl (hydrochloric acid). Solvent: O (water). Yields the product C1(CCCC1)N1C2=C(N(C(C3(CC3)C1)=O)C)C=NC(=N2)NC2=C(C=C(C(=O)O)C=C2)OC (4-[(9-cyclopentyl-6,7,8,9-tetrahydro-5-methyl-6-oxospiro[5H-pyrimido[4,5-b][1,4]diazepine-7,1′-cyclopropan]-2-yl)amino]-3-methoxybenzoic acid). Isolated yield 43.0%. As a reaction SMILES: Cl[C:2]1[N:3]=[CH:4][C:5]2[N:13]([CH3:14])[C:12](=[O:15])[C:9]3([CH2:11][CH2:10]3)[CH2:8][N:7]([CH:16]3[CH2:20][CH2:19][CH2:18][CH2:17]3)[C:6]=2[N:21]=1.[NH2:22][C:23]1[CH:31]=[CH:30][C:26]([C:27]([OH:29])=[O:28])=[CH:25][C:24]=1[O:32][CH3:33].C(O)C.Cl>O>[CH:16]1([N:7]2[CH2:8][C:9]3([CH2:11][CH2:10]3)[C:12](=[O:15])[N:13]([CH3:14])[C:5]3[CH:4]=[N:3][C:2]([NH:22][C:23]4[CH:31]=[CH:30][C:26]([C:27]([OH:29])=[O:28])=[CH:25][C:24]=4[O:32][CH3:33])=[N:21][C:6]2=3)[CH2:20][CH2:19][CH2:18][CH2:17]1. Procedure: A mixture of 0.406 g (0.00133 mole) of 2-chloro-9-cyclopentyl-8,9-dihydro-5-methylspiro[5H-pyrimido[4,5-b][1,4]diazepine-7,1′-cyclopropan]-6(7H)-one (VII-53), 0.237 g (0.00142 mole) of 4-amino-3-methoxylbenzoic acid, 7 mL of ethanol, 28 mL of water and 1.2 mL of hydrochloric acid was heated at reflux for 17 hours. The mixture was cooled, and the precipitate which formed was collected by filtration to give 0.250 g of 4-[(9-cyclopentyl-6,7,8,9-tetrahydro-5-methyl-6-oxospiro[5H-pyrimido[4,5-b][1,4]...